From a dataset of the Open Reaction Database (ORD), a public repository of structured organic reaction records. describe an organic reaction: reactants, conditions, products, and yield The reactants are CCOC(=O)C1CN(C2CCCc3oc(-c4noc(-c5ccc(CC(C)C)cc5)n4)cc32)C1, [Na+], [OH-], O=C(O)C(=O)O. Product: CC(C)Cc1ccc(-c2nc(-c3cc4c(o3)CCCC4N3CC(C(=O)O)C3)no2)cc1. Reaction SMILES: [CH2:1]([CH:2]([CH3:3])[CH3:4])[c:5]1[cH:6][cH:7][c:8](-[c:11]2[n:12][c:13](-[c:16]3[o:17][c:18]4[c:19]([cH:20]3)[CH:21]([N:25]3[CH2:26][CH:27]([C:29](=[O:30])[O:31][CH2:32][CH3:33])[CH2:28]3)[CH2:22][CH2:23][CH2:24]4)[n:14][o:15]2)[cH:9][cH:10]1.[Na+:35].[OH-:34].[OH:36][C:37]([C:38](=[O:39])[OH:40])=[O:41]>>[CH2:1]([CH:2]([CH3:3])[CH3:4])[c:5]1[cH:6][cH:7][c:8](-[c:11]2[n:12][c:13](-[c:16]3[o:17][c:18]4[c:19]([cH:20]3)[CH:21]([N:25]3[CH2:26][CH:27]([C:29](=[O:30])[OH:31])[CH2:28]3)[CH2:22][CH2:23][CH2:24]4)[n:14][o:15]2)[cH:9][cH:10]1. Reactants: N1N=NC2=C1C=CC=C2 (benzotriazole), ClC(Cl)(OC(OC(Cl)(Cl)Cl)=O)Cl (triphosgene), C (charcoal), C1(=CC=CC=C1)C (toluene). Solvent: CCCCCC (hexane), CCOCC (ether). Yields the product ClC(Cl)(Cl)OC(=O)N1N=NC2=C1C=CC=C2 (Trichloromethyl-1-benzotriazolecarboxylate). RXN SMILES: [NH:1]1[C:5]2[CH:6]=[CH:7][CH:8]=[CH:9][C:4]=2[N:3]=[N:2]1.[Cl:10][C:11]([Cl:21])([O:13][C:14](=O)[O:15]C(Cl)(Cl)Cl)[Cl:12].C.C1(C)C=CC=CC=1>CCCCCC.CCOCC>[Cl:10][C:11]([O:13][C:14]([N:1]1[C:5]2[CH:6]=[CH:7][CH:8]=[CH:9][C:4]=2[N:3]=[N:2]1)=[O:15])([Cl:21])[Cl:12]. Procedure: A stirred mixture of benzotriazole (3 g), triphosgene (11.22 g), charcoal (1 g) and anhydrous toluene was refluxed overnight and filtered. Evaporation of the filtrate gave an oily solid which was suspended in a mixture of hexane and ether (1:1). Filtration and evaporation of the filtrate gave the titled compound as an oil. Product: CC(C)(C(=O)O)S(=O)c1ccc2c(-c3ccc(Cl)cc3)noc2c1. As a reaction SMILES: [CH3:26][C:27](=[O:28])[OH:29].[Cl:1][c:2]1[cH:3][cH:4][c:5](-[c:8]2[n:9][o:10][c:11]3[c:12]2[cH:13][cH:14][c:15]([S:17][C:18]([C:19](=[O:20])[OH:21])([CH3:22])[CH3:23])[cH:16]3)[cH:6][cH:7]1.[ClH:30].[OH:24][OH:25]>>[Cl:1][c:2]1[cH:3][cH:4][c:5](-[c:8]2[n:9][o:10][c:11]3[c:12]2[cH:13][cH:14][c:15]([S:17]([C:18]([C:19](=[O:20])[OH:21])([CH3:22])[CH3:23])=[O:24])[cH:16]3)[cH:6][cH:7]1. Reactants: CC(=O)O, CC(C)(Sc1ccc2c(-c3ccc(Cl)cc3)noc2c1)C(=O)O, Cl, OO. Reactants: COC(C=C(C)NC)=O (3-methylamino-but-2-enoic acid methyl ester), N1=CC=CC=C1 (pyridine), C1CCOC1 (THF), BrC1=CC=C(C(=O)Cl)C=C1 (4-bromobenzoyl chloride), C1CCOC1 (THF). Conditions: temperature 0 celsius, time 8 hour. The product is COC(C(C(C)=O)C(C1=CC=C(C=C1)Br)=O)=O (2-(4-Bromo-benzoyl)-3-oxo-butyric acid methyl ester). RXN SMILES: [CH3:1][O:2][C:3](=[O:9])[CH:4]=[C:5](NC)[CH3:6].N1C=CC=CC=1.[Br:16][C:17]1[CH:25]=[CH:24][C:20]([C:21](Cl)=[O:22])=[CH:19][CH:18]=1.C1C[O:29]CC1>>[CH3:1][O:2][C:3](=[O:9])[CH:4]([C:21](=[O:22])[C:20]1[CH:24]=[CH:25][C:17]([Br:16])=[CH:18][CH:19]=1)[C:5](=[O:29])[CH3:6]. Reported procedure: To 3-methylamino-but-2-enoic acid methyl ester (5.0 g, 39.1 mmol) in THF (100 mL) was added pyridine (3.7 mL, 47 mmol). The mixture was cooled to 0° C., and 4-bromobenzoyl chloride (8.55 g, 39.1 mmol) in THF (30 mL) was added dropwise over 2 minutes. The reaction was warmed to room temperature over 1 hour and stirred overnight. Aqueous workup provided the title compound. Reactants: C1(CCCC1)C#N (cyclopentanecarbonitrile), CN1C(N(CC1)C)=O (1,3-dimethylimidazolidinone), C(C)(C)NC(C)C (diisopropylamine), Cl (HCl), solution, C(CCC)[Li] (n-butyllithium), CCCCCC (hexane), compound. The solvent is O1CCCC1 (tetrahydrofuran), O1CCCC1 (tetrahydrofuran), O (water), O1CCCC1 (tetrahydrofuran). Run at temperature -60 celsius, time 1 hour. The product is OCCC1=CC=C(C=C1)CC1(CCCC1)C#N (1-[[4-(2-Hydroxyethyl)phenyl]methyl]cyclopentanecarbonitrile). Isolated yield 71.1%. Reaction SMILES: C(NC(C)C)(C)C.[CH2:8]([Li])[CH2:9][CH2:10][CH3:11].[CH:13]1([C:18]#[N:19])[CH2:17][CH2:16][CH2:15][CH2:14]1.CN1CCN(C)[C:22]1=[O:27].Cl.[CH3:29][CH2:30][CH2:31][CH2:32]CC>O.O1CCCC1>[OH:27][CH2:22][CH2:11][C:10]1[CH:29]=[CH:30][C:31]([CH2:32][C:13]2([C:18]#[N:19])[CH2:17][CH2:16][CH2:15][CH2:14]2)=[CH:8][CH:9]=1. Procedure details: To a mixture of 38.9 ml (278 mmoles) of diisopropylamine and 320 ml of tetrahydrofuran, cooled to -60° C., there is successively poured dropwise 174 ml of a solution of 1.6M of n-butyllithium in hexane to which 50 ml of tetrahydrofuran have been added, a mixture of 24 g (252 mmoles) of cyclopentanecarbonitrile and of 50 ml of tetrahydrofuran, 65 ml of 1,3-dimethylimidazolidinone and finally 73.95 g (257 mmoles) of the compound prepared in example 26a. The temperature is allowed to rise to 20° C.... The reactants are CNC([C@@H](NC(C(CC(=O)OCC)CC(C)C)=O)CC1=CC=C(C=C1)OC)=O (N-[3-(Ethoxycarbonyl)-2-(2-methylpropyl)propanoyl]-O-methyl-L-tyrosine N-Methylamide), [OH-].[K+] (potassium hydroxide). The solvent is CO (methanol). Conditions: time 8 hour. Yields the product CNC([C@@H](NC(C(CC(=O)O)CC(C)C)=O)CC1=CC=C(C=C1)OC)=O (N-[3-carboxy-2-(2-methylpropyl)propanoyl]-O-methyl-L-tyrosine N-methylamide). As a reaction SMILES: [CH3:1][NH:2][C:3](=[O:28])[C@H:4]([CH2:19][C:20]1[CH:25]=[CH:24][C:23]([O:26][CH3:27])=[CH:22][CH:21]=1)[NH:5][C:6](=[O:18])[CH:7]([CH2:14][CH:15]([CH3:17])[CH3:16])[CH2:8][C:9]([O:11]CC)=[O:10].[OH-].[K+]>CO>[CH3:1][NH:2][C:3](=[O:28])[C@H:4]([CH2:19][C:20]1[CH:21]=[CH:22][C:23]([O:26][CH3:27])=[CH:24][CH:25]=1)[NH:5][C:6](=[O:18])[CH:7]([CH2:14][CH:15]([CH3:16])[CH3:17])[CH2:8][C:9]([OH:11])=[O:10] |f:1.2|. Procedure: N-[3-(Ethoxycarbonyl)-2-(2-methylpropyl)propanoyl]-O-methyl-L-tyrosine N-Methylamide (4.7 g., 0.012 mol.) was suspended in methanol (25 mls.) containing potassium hydroxide solution (12 mls. of 1M). The mixture was stirred overnight and the solvent was removed by evaporation in vacuo to yield a gum. The gum was partitioned between diethyl ether (50 mls.) and sodium bicarbonate solution (50 mls.). The aqueous phase was separated, washed with ethyl ether (50 mls.) and adjusted to pH 2 by the addit... Starting materials: O=c1[nH]c(C(F)(F)F)ccc1-c1ccc(Cl)cc1Cl, [H-], NOc1ccc([N+](=O)[O-])cc1[N+](=O)[O-], [Na+], CN(C)C=O. The product is Nn1c(C(F)(F)F)ccc(-c2ccc(Cl)cc2Cl)c1=O. RXN SMILES: [Cl:3][c:4]1[c:5](-[c:11]2[c:12](=[O:21])[nH:13][c:14]([C:17]([F:18])([F:19])[F:20])[cH:15][cH:16]2)[cH:6][cH:7][c:8]([Cl:10])[cH:9]1.[H-:1].[N+:22]([c:23]1[cH:24][c:25]([N+:26]([O-:27])=[O:28])[cH:29][cH:30][c:31]1[O:32][NH2:33])([O-:34])=[O:35].[Na+:2].[O:36]=[CH:37][N:38]([CH3:39])[CH3:40]>>[Cl:3][c:4]1[c:5](-[c:11]2[c:12](=[O:21])[n:13]([NH2:22])[c:14]([C:17]([F:18])([F:19])[F:20])[cH:15][cH:16]2)[cH:6][cH:7][c:8]([Cl:10])[cH:9]1. The reactants are C=CCBr, CCOCC, CC#N, COc1nc2cc(Cl)cc(CCCO)c2nc1OC. Yields the product COc1nc2cc(Cl)cc(CCCBr)c2nc1OC. Reaction SMILES: [CH2:20]([CH:21]=[CH2:22])[Br:23].[CH3:24][CH2:25][O:26][CH2:27][CH3:28].[CH3:29][C:30]#[N:31].[Cl:1][c:2]1[cH:3][c:4]([CH2:16][CH2:17][CH2:18][OH:19])[c:5]2[n:6][c:7]([O:14][CH3:15])[c:8]([O:12][CH3:13])[n:9][c:10]2[cH:11]1>>[Cl:1][c:2]1[cH:3][c:4]([CH2:16][CH2:17][CH2:18][Br:23])[c:5]2[n:6][c:7]([O:14][CH3:15])[c:8]([O:12][CH3:13])[n:9][c:10]2[cH:11]1.